describe an organic reaction: reactants, conditions, products, and yield From a dataset of the Open Reaction Database (ORD), a public repository of structured organic reaction records. Reactants: IC=1C=C(C(=O)NC2=CC(=C(C=C2)OC2=NC=CC=C2C2=NC(=NC=C2)NC)C)C=CC1 (3-iodo-N-(3-methyl-4-(3-(2-(methylamino)pyrimidin-4-yl)pyridin-2-yloxy)phenyl)benzamide), CN(CC#C)C (N,N-dimethylprop-2-yn-1-amine). Reagents/catalysts: C1([P]([Pd][P](C2=CC=CC=C2)(C3=CC=CC=C3)C4=CC=CC=C4)(C5=CC=CC=C5)C6=CC=CC=C6)=CC=CC=C1 (bis(triphenylphosphine)palladium), [Cu]I (copper (I) iodide). Solvent: C(C)N(CC)CC (triethylamine), C(C)#N (acetonitrile), ClCCl (dichloromethane). Reaction conditions: time 3.5 hour. Yields the product CN(CC#CC=1C=C(C(=O)NC2=CC(=C(C=C2)OC2=NC=CC=C2C2=NC(=NC=C2)NC)C)C=CC1)C (3-(3-(dimethylamino)prop-1-ynyl)-N-(3-methyl-4-(3-(2-(methylamino)pyrimidin-4-yl)pyridin-2-yloxy)phenyl)benzamide). As a reaction SMILES: I[C:2]1[CH:3]=[C:4]([CH:30]=[CH:31][CH:32]=1)[C:5]([NH:7][C:8]1[CH:13]=[CH:12][C:11]([O:14][C:15]2[C:20]([C:21]3[CH:26]=[CH:25][N:24]=[C:23]([NH:27][CH3:28])[N:22]=3)=[CH:19][CH:18]=[CH:17][N:16]=2)=[C:10]([CH3:29])[CH:9]=1)=[O:6].[CH3:33][N:34]([CH3:38])[CH2:35][C:36]#[CH:37]>C(N(CC)CC)C.C(#N)C.ClCCl.C1(C=CC=CC=1)[P](C1C=CC=CC=1)(C1C=CC=CC=1)[Pd][P](C1C=CC=CC=1)(C1C=CC=CC=1)C1C=CC=CC=1.[Cu]I>[CH3:33][N:34]([CH3:38])[CH2:35][C:36]#[C:37][C:2]1[CH:3]=[C:4]([CH:30]=[CH:31][CH:32]=1)[C:5]([NH:7][C:8]1[CH:13]=[CH:12][C:11]([O:14][C:15]2[C:20]([C:21]3[CH:26]=[CH:25][N:24]=[C:23]([NH:27][CH3:28])[N:22]=3)=[CH:19][CH:18]=[CH:17][N:16]=2)=[C:10]([CH3:29])[CH:9]=1)=[O:6] |^1:57,71|. Reported procedure: A mixture of 3-iodo-N-(3-methyl-4-(3-(2-(methylamino)pyrimidin-4-yl)pyridin-2-yloxy)phenyl)benzamide (0.20 g, 0.37 mmol), N,N-dimethylprop-2-yn-1-amine (0.080 mL, 0.74 mmol), bis(triphenylphosphine)palladium (II) dichloride (0.013 g, 0.020 mmol), copper (I) iodide (0.0035 g, 0.020 mmol) in triethylamine (1.5 mL) and acetonitrile (5 mL) was heated in a sealed tube to 100 deg. C. for 3.5 h. The reaction was diluted in dichloromethane and filtered. The filtrate was concentrated in vacuo and the res... Yields the product CNc1ccnc(C2=Cc3ccccc3CC2)c1. RXN SMILES: [Al+3:26].[CH2:1]([O:2][C:3](=[O:4])[C:5](=[O:6])[NH:7][c:8]1[cH:9][c:10]([C:14]2=[CH:15][c:16]3[cH:17][cH:18][cH:19][cH:20][c:21]3[CH2:22][CH2:23]2)[n:11][cH:12][cH:13]1)[CH3:24].[CH2:31]1[O:32][CH2:33][CH2:34][CH2:35]1.[H-:25].[H-:28].[H-:29].[H-:30].[Li+:27]>>[CH3:5][NH:7][c:8]1[cH:9][c:10]([C:14]2=[CH:15][c:16]3[cH:17][cH:18][cH:19][cH:20][c:21]3[CH2:22][CH2:23]2)[n:11][cH:12][cH:13]1. The reactants are [Al+3], CCOC(=O)C(=O)Nc1ccnc(C2=Cc3ccccc3CC2)c1, C1CCOC1, [H-], [H-], [H-], [H-], [Li+]. Reactants: ClC1=CC=C(C=2N(C(=NC21)NC=2C(=NN(C2C)C)C)CCCCO)C(CC)CC (4-{4-Chloro-7-(1-ethylpropyl)-2-[(1,3,5-trimethyl-1H-pyrazol-4-yl)amino]-1H-benzimidazol-1-yl}butan-1-ol), CS(=O)(=O)Cl (methanesulfonyl chloride), O1CCCC1 (tetrahydrofuran), C([O-])(O)=O.[Na+] (sodium bicarbonate), C([O-])([O-])=O.[K+].[K+] (potassium carbonate). The solvent is N1=CC=CC=C1 (pyridine), C(C)(=O)OCC (ethyl acetate). Conditions: time 24 hour. The product is ClC1=CC=C(C=2N3C(=NC21)N(CCCC3)C=3C(=NN(C3C)C)C)C(CC)CC (10-Chloro-7-(1-ethylpropyl)-1-(1,3,5-trimethyl-1H-pyrazol-4-yl)-2,3,4,5-tetrahydro-1H-[1,3]diazepino[1,2-a]benzimidazole). Yield: 41.7%. As a reaction SMILES: [Cl:1][C:2]1[C:10]2[N:9]=[C:8]([NH:11][C:12]3[C:13]([CH3:19])=[N:14][N:15]([CH3:18])[C:16]=3[CH3:17])[N:7]([CH2:20][CH2:21][CH2:22][CH2:23]O)[C:6]=2[C:5]([CH:25]([CH2:28][CH3:29])[CH2:26][CH3:27])=[CH:4][CH:3]=1.CS(Cl)(=O)=O.O1CCCC1.C(=O)(O)[O-].[Na+].C(=O)([O-])[O-].[K+].[K+]>N1C=CC=CC=1.C(OCC)(=O)C>[Cl:1][C:2]1[C:10]2[N:9]=[C:8]3[N:11]([C:12]4[C:13]([CH3:19])=[N:14][N:15]([CH3:18])[C:16]=4[CH3:17])[CH2:23][CH2:22][CH2:21][CH2:20][N:7]3[C:6]=2[C:5]([CH:25]([CH2:28][CH3:29])[CH2:26][CH3:27])=[CH:4][CH:3]=1 |f:3.4,5.6.7|. Procedure details: To a solution of 4-{4-chloro-7-(1-ethylpropyl)-2-[(1,3,5-trimethyl-1H-pyrazol-4-yl)amino]-1H-benzimidazol-1-yl}butan-1-ol (Reference Example 38; 10 mg, 0.024 mmol) in pyridine (0.5 mL) was added a solution of methanesulfonyl chloride in tetrahydrofuran (1.0 M, 0.029 mL, 0.029 mmol) at 0° C. The mixture was warmed to room temperature and stirred for 24 hr. Aqueous sodium bicarbonate was added and the mixture was extracted with ethyl acetate. Organic layer was washed with brine, dried over sodium ... Starting materials: COC=1C=C(C=CC1)B(O)O (3-Methoxyphenylboronic acid), ClC=1C=C(C(=O)OCC)C=CN1 (ethyl 2-chloroisonicotinate). Product: COC=1C=C(C=CC1)C=1C=C(C(=O)OCC)C=CN1 (ethyl 2-(3-methoxyphenyl)isonicotinate). RXN SMILES: [CH3:1][O:2][C:3]1[CH:4]=[C:5](B(O)O)[CH:6]=[CH:7][CH:8]=1.Cl[C:13]1[CH:14]=[C:15]([CH:21]=[CH:22][N:23]=1)[C:16]([O:18][CH2:19][CH3:20])=[O:17]>>[CH3:1][O:2][C:3]1[CH:4]=[C:5]([C:13]2[CH:14]=[C:15]([CH:21]=[CH:22][N:23]=2)[C:16]([O:18][CH2:19][CH3:20])=[O:17])[CH:6]=[CH:7][CH:8]=1. Procedure details: 3-Methoxyphenylboronic acid (1.00 g) and ethyl 2-chloroisonicotinate (1.20 g) were treated in the same manner as in Preparation Example 1 to obtain the title compound. Starting materials: C1(=CC=CC=C1)SSCl (phenylthiosulfenyl chloride), CNC(=O)F (methylcarbamoyl fluoride). Yields the product CN(C(=O)F)SSC1=CC=CC=C1 (N-Methyl-N(Phenylthiosulfenyl)Carbamoyl Fluoride). Reaction SMILES: [C:1]1([S:7][S:8]Cl)[CH:6]=[CH:5][CH:4]=[CH:3][CH:2]=1.[CH3:10][NH:11][C:12]([F:14])=[O:13]>>[CH3:10][N:11]([S:8][S:7][C:1]1[CH:6]=[CH:5][CH:4]=[CH:3][CH:2]=1)[C:12]([F:14])=[O:13]. Reported procedure: Prepared by the procedure of Example II by reacting phenylthiosulfenyl chloride with methylcarbamoyl fluoride. b.p. 100°-110° C/0.3 Torr ND22.5 1.5770. Reactants: C(C)(C)(C)OC(C(CC1=CC=C(C=C1)OCC1=CC=CC=C1)NC(C(CC(C)C)N)=O)=O (2-{2-amino-4-methyl-pentanoylamino}-3-(4-benzyloxy-phenyl)-propionic acid tert-butyl ester), C(C)(C)C1=CC=C(C=C1)S(=O)(=O)Cl (4-isopropylphenylsulfonyl chloride). The product is C(C)(C)(C)OC([C@H](CC1=CC=C(C=C1)OCC1=CC=CC=C1)NC([C@H](CC(C)C)NS(=O)(=O)C1=CC=C(C=C1)C(C)C)=O)=O (3-(4-Benzyloxy-phenyl)-2(S)-[2(S)-(4-isopropyl-benzenesulfonylamino)-4-methyl-pentanoylamino]-propionic acid tert-butyl ester). Yield: 71.0%. Reaction SMILES: [C:1]([O:5][C:6](=[O:32])[CH:7]([NH:23][C:24](=[O:31])[CH:25]([NH2:30])[CH2:26][CH:27]([CH3:29])[CH3:28])[CH2:8][C:9]1[CH:14]=[CH:13][C:12]([O:15][CH2:16][C:17]2[CH:22]=[CH:21][CH:20]=[CH:19][CH:18]=2)=[CH:11][CH:10]=1)([CH3:4])([CH3:3])[CH3:2].[CH:33]([C:36]1[CH:41]=[CH:40][C:39]([S:42](Cl)(=[O:44])=[O:43])=[CH:38][CH:37]=1)([CH3:35])[CH3:34]>>[C:1]([O:5][C:6](=[O:32])[C@@H:7]([NH:23][C:24](=[O:31])[C@@H:25]([NH:30][S:42]([C:39]1[CH:40]=[CH:41][C:36]([CH:33]([CH3:35])[CH3:34])=[CH:37][CH:38]=1)(=[O:44])=[O:43])[CH2:26][CH:27]([CH3:28])[CH3:29])[CH2:8][C:9]1[CH:14]=[CH:13][C:12]([O:15][CH2:16][C:17]2[CH:22]=[CH:21][CH:20]=[CH:19][CH:18]=2)=[CH:11][CH:10]=1)([CH3:3])([CH3:2])[CH3:4]. Procedure details: Using a procedure similar to that described in Example 36, the product from Example AI ([S-(R*,R*)]-2-{2-amino-4-methyl-pentanoylamino}-3-(4-benzyloxy-phenyl)-propionic acid tert-butyl ester) (0.20 g, 0.45 mmol) and 4-isopropylphenylsulfonyl chloride (0.10 g, 0.45 mmol) were coupled to give the title compound as a white solid (0.20 g, 71%), mp=147-148° C. Starting materials: O1CCOC12CCC(CC2)=O (1,4-dioxaspiro[4.5]decan-8-one), C(CCC)[Li] (n-butyllithium), CC1(NC(CCC1)(C)C)C (2,2,6,6-tetramethylpiperidine), ClC1=C(C(=O)O)C=CN=C1F (3-chloro-2-fluoroisonicotinic acid). Solvent: O1CCCC1 (tetrahydrofuran), O1CCCC1 (tetrahydrofuran), CCCCCC (hexane), O (water). Run at temperature -78 celsius, time 30 minute. The product is ClC=1C2=C(C=NC1F)C1(OC2=O)CCC2(CC1)OCCO2 (7″-Chloro-6″-fluoro-1″H-dispiro[1,3-dioxolan-2,1′-cyclohexane-4′,3″-furo[3,4-c]pyridin]-1″-one). Yield: 49.1%. Reaction SMILES: C([Li])CCC.CC1(C)CCCC(C)(C)N1.[Cl:16][C:17]1[C:25]([F:26])=[N:24][CH:23]=[CH:22][C:18]=1[C:19]([OH:21])=[O:20].[O:27]1[C:31]2([CH2:36][CH2:35][C:34](=O)[CH2:33][CH2:32]2)[O:30][CH2:29][CH2:28]1>CCCCCC.O.O1CCCC1>[Cl:16][C:17]1[C:18]2[C:19](=[O:21])[O:20][C:34]3([CH2:35][CH2:36][C:31]4([O:30][CH2:29][CH2:28][O:27]4)[CH2:32][CH2:33]3)[C:22]=2[CH:23]=[N:24][C:25]=1[F:26]. Procedure details: At −60° C., n-butyllithium (1.50 M hexane solution) (75.9 mL) was dropwise added to tetrahydrofuran (100 mL) solution of 2,2,6,6-tetramethylpiperidine (12.5 g), and stirred at −78° C. for 30 minutes. At −78° C., 3-chloro-2-fluoroisonicotinic acid (5.00 g) was added to the reaction liquid, and stirred at −78° C. for 2 hours. Then, at −78° C., tetrahydrofuran (50 mL) solution of 1,4-dioxaspiro[4.5]decan-8-one (5.78 g) was added to the reaction liquid, and stirred for 30 minutes at −78° C. The reac...